From a dataset of the Open Reaction Database (ORD), a public repository of structured organic reaction records. describe an organic reaction: reactants, conditions, products, and yield The reactants are CC(=O)Cl, Clc1cc(Nc2ncnc3cccc(OCCNC4CCC4)c23)ccc1OCc1ccccn1. The product is CC(=O)N(CCOc1cccc2ncnc(Nc3ccc(OCc4ccccn4)c(Cl)c3)c12)C1CCC1. As a reaction SMILES: [CH3:35][C:36]([Cl:37])=[O:38].[Cl:1][c:2]1[cH:3][c:4]([NH:16][c:17]2[n:18][cH:19][n:20][c:21]3[cH:22][cH:23][cH:24][c:25]([O:27][CH2:28][CH2:29][NH:30][CH:31]4[CH2:32][CH2:33][CH2:34]4)[c:26]23)[cH:5][cH:6][c:7]1[O:8][CH2:9][c:10]1[n:11][cH:12][cH:13][cH:14][cH:15]1>>[Cl:1][c:2]1[cH:3][c:4]([NH:16][c:17]2[n:18][cH:19][n:20][c:21]3[cH:22][cH:23][cH:24][c:25]([O:27][CH2:28][CH2:29][N:30]([CH:31]4[CH2:32][CH2:33][CH2:34]4)[C:36]([CH3:35])=[O:38])[c:26]23)[cH:5][cH:6][c:7]1[O:8][CH2:9][c:10]1[n:11][cH:12][cH:13][cH:14][cH:15]1. Starting materials: FC1=C(C=CC(=C1)F)[C@]1(OC1)[C@H](C)O ((1S)-1-[(2R)-(2,4-difluorophenyl)-2-oxiranyl]ethanol), ClC1=CC=C(C=C1)N1N=C(NC1=O)C (2-(4-chlorophenyl)-5-methyl-3(2H,4H)-1,2,4-triazolone). Product: ClC1=CC=C(C=C1)N1N=CN(C1=O)[C@@H]([C@]1(CO1)C1=C(C=C(C=C1)F)F)C (2-(4-chlorophenyl)-4-[(1R,2S)-2-(2,4-difluorophenyl)-2,3-epoxy-1-methylpropyl]-3(2H,4H)-1,2,4-triazolone). The yield is 25.1%. Reaction SMILES: [F:1][C:2]1[CH:7]=[C:6]([F:8])[CH:5]=[CH:4][C:3]=1[C@:9]1([C@@H:12](O)[CH3:13])[CH2:11][O:10]1.[Cl:15][C:16]1[CH:21]=[CH:20][C:19]([N:22]2[C:26](=[O:27])[NH:25][C:24](C)=[N:23]2)=[CH:18][CH:17]=1>>[Cl:15][C:16]1[CH:17]=[CH:18][C:19]([N:22]2[C:26](=[O:27])[N:25]([C@H:12]([CH3:13])[C@:9]3([C:3]4[CH:4]=[CH:5][C:6]([F:8])=[CH:7][C:2]=4[F:1])[O:10][CH2:11]3)[CH:24]=[N:23]2)=[CH:20][CH:21]=1. Procedure: In the same manner as in Reference Example 5, starting from 0.70 g of (1S)-1-[(2R)-(2,4-difluorophenyl)-2-oxiranyl]ethanol and 0.62 g of 2-(4-chlorophenyl)-5-methyl-3(2H,4H)-1,2,4-triazolone, 0.28 g of 2-(4-chlorophenyl)-4-[(1R,2S)-2-(2,4-difluorophenyl)-2,3-epoxy-1-methylpropyl]-3(2H,4H)-1,2,4-triazolone was obtained as a colorless oil. The reactants are [Al+3], C1CCOC1, CCOc1cccc(CC[N+](=O)[O-])c1, [H-], [H-], [H-], [H-], [Li+]. Product: CCOc1cccc(CCN)c1. Reaction SMILES: [Al+3:2].[CH2:21]1[O:22][CH2:23][CH2:24][CH2:25]1.[CH2:7]([CH3:8])[O:9][c:10]1[cH:11][c:12]([CH2:16][CH2:17][N+:18]([O-:19])=[O:20])[cH:13][cH:14][cH:15]1.[H-:1].[H-:4].[H-:5].[H-:6].[Li+:3]>>[CH2:7]([CH3:8])[O:9][c:10]1[cH:11][c:12]([CH2:16][CH2:17][NH2:18])[cH:13][cH:14][cH:15]1. The reactants are CN(C(CN[C@]12[C@@H]([C@H]3CC[C@@H]4[C@]5(CC=C(C([C@@H]5CC[C@]4([C@@]3(CC1)C)C)(C)C)C1=CC=C(C(=O)O)C=C1)C)[C@@H](CC2)C(=C)C)=O)C (4-((1R,3aS,5aR,5bR,7aR,11aS,11bR,13aR,13bR)-3a-(2-(dimethylamino)-2-oxoethylamino)-5a,5b,8,8,11a-pentamethyl-1-(prop-1-en-2-yl)-2,3,3a,4,5,5a,5b,6,7,7a,8,11,11a,11b,12,13,13a,13b-octadecahydro-1H-cyclopenta[a]chrysen-9-yl)benzoic acid), Cl.ClCCCN(C)C (3-chloro-N,N-dimethylpropan-1-amine hydrochloride). Product: CN(CCCN[C@]12[C@@H]([C@H]3CC[C@@H]4[C@]5(CC=C(C([C@@H]5CC[C@]4([C@@]3(CC1)C)C)(C)C)C1=CC=C(C(=O)O)C=C1)C)[C@@H](CC2)C(=C)C)C (4-((1R,3aS,5aR,5bR,7aR,11aS,11bR,13aR,13bR)-3a-(3-(dimethylamino)propylamino)-5a,5b,8,8,11a-pentamethyl-1-(prop-1-en-2-yl)-2,3,3a,4,5,5a,5b,6,7,7a,8,11,11a,11b,12,13,13a,13b-octadecahydro-1H-cyclopenta[a]chrysen-9-yl)benzoic acid), solid. Isolated yield 0.9%. RXN SMILES: CN(C)[C:3](=O)[CH2:4][NH:5][C@:6]12[CH2:40][CH2:39][C@@H:38]([C:41]([CH3:43])=[CH2:42])[C@@H:7]1[C@@H:8]1[C@@:21]([CH3:24])([CH2:22][CH2:23]2)[C@@:20]2([CH3:25])[C@@H:11]([C@:12]3([CH3:37])[C@@H:17]([CH2:18][CH2:19]2)[C:16]([CH3:27])([CH3:26])[C:15]([C:28]2[CH:36]=[CH:35][C:31]([C:32]([OH:34])=[O:33])=[CH:30][CH:29]=2)=[CH:14][CH2:13]3)[CH2:10][CH2:9]1.Cl.ClCC[CH2:50][N:51]([CH3:53])[CH3:52]>>[CH3:50][N:51]([CH3:53])[CH2:52][CH2:3][CH2:4][NH:5][C@:6]12[CH2:40][CH2:39][C@@H:38]([C:41]([CH3:43])=[CH2:42])[C@@H:7]1[C@@H:8]1[C@@:21]([CH3:24])([CH2:22][CH2:23]2)[C@@:20]2([CH3:25])[C@@H:11]([C@:12]3([CH3:37])[C@@H:17]([CH2:18][CH2:19]2)[C:16]([CH3:27])([CH3:26])[C:15]([C:28]2[CH:36]=[CH:35][C:31]([C:32]([OH:34])=[O:33])=[CH:30][CH:29]=2)=[CH:14][CH2:13]3)[CH2:10][CH2:9]1 |f:1.2|. Procedure details: The title compound was prepared following the method described above for the synthesis of 4-((1R,3aS,5aR,5bR,7aR,11aS,11bR,13aR,13bR)-3a-(2-(dimethylamino)-2-oxoethylamino)-5a,5b,8,8,11a-pentamethyl-1-(prop-1-en-2-yl)-2,3,3a,4,5,5a,5b,6,7,7a,8,11,11a,11b,12,13,13a,13b-octadecahydro-1H-cyclopenta[a]chrysen-9-yl)benzoic acid using 3-chloro-N,N-dimethylpropan-1-amine hydrochloride as the alkylating reagent in Step 1. The product was isolated as a white solid (3 mg, 0.85%). LCMS: m/e 615.75 (M+H)+, ... Reactants: Cl (HCl), Cl.NC12C=3N(CC(CC1)CC2)C(C(=C(N3)C(=O)OCC)OC(=O)C3=CC=CC=C3)=O (ethyl 10-amino-4-oxo-3-((phenylcarbonyl)oxy)-4,6,7,8,9,10-hexahydro-7,10-ethanopyrimido[1,2-a]azepine-2-carboxylate hydrochloride), C(C)(=O)OCC (ethyl acetate), [H][H] (hydrogen). Reagents/catalysts: [Pd] (Pd/C). Run in C(C)O (ethanol). Product: Cl.CNC12C=3N(CC(CC1)CC2)C(C(=C(N3)C(=O)OCC)OC(=O)C3=CC=CC=C3)=O (Ethyl 10-(methylamino)-4-oxo-3-((phenylcarbonyl)oxy)-4,6,7,8,9,10-hexahydro-7,10-ethanopyrimido[1,2-a]azepine-2-carboxylate hydrochloride). Isolated yield 90.0%. Reaction SMILES: [ClH:1].[NH2:2][C:3]12[CH2:11][CH2:10][CH:7]([CH2:8][CH2:9]1)[CH2:6][N:5]1[C:12](=[O:30])[C:13]([O:21][C:22]([C:24]3[CH:29]=[CH:28][CH:27]=[CH:26][CH:25]=3)=[O:23])=[C:14]([C:16]([O:18][CH2:19][CH3:20])=[O:17])[N:15]=[C:4]21.Cl.[H][H].[C:34](OCC)(=O)C>C(O)C.[Pd]>[ClH:1].[CH3:34][NH:2][C:3]12[CH2:11][CH2:10][CH:7]([CH2:8][CH2:9]1)[CH2:6][N:5]1[C:12](=[O:30])[C:13]([O:21][C:22]([C:24]3[CH:25]=[CH:26][CH:27]=[CH:28][CH:29]=3)=[O:23])=[C:14]([C:16]([O:18][CH2:19][CH3:20])=[O:17])[N:15]=[C:4]21 |f:0.1,7.8|. Reported procedure: To a mixture of ethyl 10-amino-4-oxo-3-((phenylcarbonyl)oxy)-4,6,7,8,9,10-hexahydro-7,10-ethanopyrimido[1,2-a]azepine-2-carboxylate hydrochloride (6 g, 11.96 mmol) in ethyl acetate (100 mL) and ethanol (100 mL) was added 1N HCl (12.56 mL, 12.56 mmol) followed by Pd/C (1.273 g, 1.196 mmol) and the mixture stirred under 1 atm of hydrogen for 2 h. The mixture was then filtered (filter paper) and the solid thoroughly washed with ethyl acetate. The filtrate was concentrated under reduced pressure and... Reactants: O=C(Cl)Oc1ccccc1, CCOc1ncccc1C1(N)C(=O)N(S(=O)(=O)c2ccc(OC)cc2OC)c2cc(F)c(C#N)cc21, c1ccncc1. Reaction SMILES: [Cl:1][C:2](=[O:3])[O:4][c:5]1[cH:6][cH:7][cH:8][cH:9][cH:10]1.[NH2:11][C:12]1([c:38]2[c:39]([O:44][CH2:45][CH3:46])[n:40][cH:41][cH:42][cH:43]2)[C:13](=[O:37])[N:14]([S:24](=[O:25])(=[O:26])[c:27]2[c:28]([O:35][CH3:36])[cH:29][c:30]([O:33][CH3:34])[cH:31][cH:32]2)[c:15]2[cH:16][c:17]([F:23])[c:18]([C:21]#[N:22])[cH:19][c:20]21.[cH:47]1[cH:48][cH:49][n:50][cH:51][cH:52]1>>[C:2](=[O:3])([O:4][c:5]1[cH:6][cH:7][cH:8][cH:9][cH:10]1)[NH:11][C:12]1([c:38]2[c:39]([O:44][CH2:45][CH3:46])[n:40][cH:41][cH:42][cH:43]2)[C:13](=[O:37])[N:14]([S:24](=[O:25])(=[O:26])[c:27]2[c:28]([O:35][CH3:36])[cH:29][c:30]([O:33][CH3:34])[cH:31][cH:32]2)[c:15]2[cH:16][c:17]([F:23])[c:18]([C:21]#[N:22])[cH:19][c:20]21. Yields the product CCOc1ncccc1C1(NC(=O)Oc2ccccc2)C(=O)N(S(=O)(=O)c2ccc(OC)cc2OC)c2cc(F)c(C#N)cc21.